Task: describe an organic reaction: reactants, conditions, products, and yield. Dataset: the Open Reaction Database (ORD), a public repository of structured organic reaction records Reported procedure: To a mixture of [4-(N-tert-butoxycarbonyl-(R)-thiazolidin-4-ylcarbonyl)amino-2-phenylbenzoyl]methionine methyl ester (270 mg, 0.47 mmol) and thiophenol (0.1 mL, 0.97 mmol) was added 4N HCl-dioxane (10 mL) and the reaction mixture was stirred for 45 minutes at ambient temperature. The reaction mixture was partitioned between water and ether. The aqueous phase was extracted with ether. The organic extracts were discarded and the aqueous phase was lyophilized to give [4-((R)-thiazolidin-4-ylcarbony... Run at time 45 minute. Yields the product Cl.COC([C@@H](NC(C1=C(C=C(C=C1)NC(=O)[C@H]1NCSC1)C1=CC=CC=C1)=O)CCSC)=O ([4-((R)-thiazolidin-4-ylcarbonyl)amino-2-phenylbenzoyl]methionine methyl ester hydrochloride). As a reaction SMILES: [CH3:1][O:2][C:3](=[O:39])[C@H:4]([CH2:35][CH2:36][S:37][CH3:38])[NH:5][C:6](=[O:34])[C:7]1[CH:12]=[CH:11][C:10]([NH:13][C:14]([C@@H:16]2[CH2:20][S:19][CH2:18][N:17]2C(OC(C)(C)C)=O)=[O:15])=[CH:9][C:8]=1[C:28]1[CH:33]=[CH:32][CH:31]=[CH:30][CH:29]=1.C1(S)C=CC=CC=1.[ClH:47].O1CCOCC1>>[ClH:47].[CH3:1][O:2][C:3](=[O:39])[C@H:4]([CH2:35][CH2:36][S:37][CH3:38])[NH:5][C:6](=[O:34])[C:7]1[CH:12]=[CH:11][C:10]([NH:13][C:14]([C@@H:16]2[CH2:20][S:19][CH2:18][NH:17]2)=[O:15])=[CH:9][C:8]=1[C:28]1[CH:33]=[CH:32][CH:31]=[CH:30][CH:29]=1 |f:2.3,4.5|. The reactants are COC([C@@H](NC(C1=C(C=C(C=C1)NC(=O)[C@H]1N(CSC1)C(=O)OC(C)(C)C)C1=CC=CC=C1)=O)CCSC)=O ([4-(N-tert-butoxycarbonyl-(R)-thiazolidin-4-ylcarbonyl)amino-2-phenylbenzoyl]methionine methyl ester), C1(=CC=CC=C1)S (thiophenol), Cl.O1CCOCC1 (HCl dioxane). The reactants are O=Cc1cccc(Br)c1, CCC(=O)N1C(=O)OCC1Cc1ccccc1. The product is CC(C(=O)N1C(=O)OCC1Cc1ccccc1)C(O)c1cccc(Br)c1. RXN SMILES: [Br:18][c:19]1[cH:20][c:21]([CH:22]=[O:23])[cH:24][cH:25][cH:26]1.[CH2:1]([c:2]1[cH:3][cH:4][cH:5][cH:6][cH:7]1)[CH:8]1[N:9]([C:14]([CH2:15][CH3:16])=[O:17])[C:10](=[O:13])[O:11][CH2:12]1>>[CH2:1]([c:2]1[cH:3][cH:4][cH:5][cH:6][cH:7]1)[CH:8]1[N:9]([C:14]([CH:15]([CH3:16])[CH:22]([c:21]2[cH:20][c:19]([Br:18])[cH:26][cH:25][cH:24]2)[OH:23])=[O:17])[C:10](=[O:13])[O:11][CH2:12]1. The reactants are glass, CC(CC=C)C (4-methyl-1-pentene), [Cl-].[Cl-].C(C)[Al+2] (ethylaluminum dichloride), ClC1=CC=CC=C1 (chlorobenzene). Reagents/catalysts: [Cl-].[Cl-].C1(C=CC=C1)[Ti+2]C1C=CC=C1 (di(cyclopentadienyl)titanium dichloride), N12CCN(CC1)CC2 (1,4-diazabicyclo(2.2.2)octane). Yields the product C(C(C)C)C(=C)CCCC(C)C (2-isobutyl-6-methyl-1-heptene). RXN SMILES: [CH3:1][CH:2]([CH3:6])[CH2:3][CH:4]=[CH2:5].[Cl-].[Cl-].[CH2:9]([Al+2])C.Cl[C:13]1[CH:18]=[CH:17][CH:16]=[CH:15]C=1>[Cl-].[Cl-].C1([Ti+2]C2C=CC=C2)C=CC=C1.N12CCN(CC1)CC2>[CH2:3]([C:4]([CH2:13][CH2:18][CH2:17][CH:16]([CH3:15])[CH3:9])=[CH2:5])[CH:2]([CH3:6])[CH3:1] |f:1.2.3,5.6.7|. Procedure details: To a 30 ml glass bottle, under an argon atmosphere, were added 7.2 milligrams (0.029 millimol) of di(cyclopentadienyl)titanium dichloride, 8 mg (0.072 millimol) of 1,4-diazabicyclo(2.2.2)octane, 5 ml (40.0 millimol) of 4-methyl-1-pentene, 7 ml of chlorobenzene, and 0.045 ml (0.44 millimol) of ethylaluminum dichloride. After a two hour reaction at 25° C., there had been formed 1.08 millimol of 2-isobutyl-6-methyl-1-heptene. The reactants are ClC1=C(C=C(C=C1)NC(=O)NC1=CC(=CC(=C1)C(F)(F)F)OCOC)C(F)(F)F (1-(4-Chloro-3-trifluoromethyl-phenyl)-3-(3-methoxymethoxy-5-trifluoromethyl-phenyl)-urea), C(C)(=O)OCC (ethyl acetate). Solvent: Cl.C(C)(=O)OCC (HCl ethyl acetate). Conditions: time 16 hour. Yields the product ClC1=C(C=C(C=C1)NC(=O)NC1=CC(=CC(=C1)C(F)(F)F)O)C(F)(F)F (1-(4-Chloro-3-trifluoromethyl-phenyl)-3-(3-hydroxy-5-trifluoromethyl-phenyl)-urea). RXN SMILES: [Cl:1][C:2]1[CH:7]=[CH:6][C:5]([NH:8][C:9]([NH:11][C:12]2[CH:17]=[C:16]([C:18]([F:21])([F:20])[F:19])[CH:15]=[C:14]([O:22]COC)[CH:13]=2)=[O:10])=[CH:4][C:3]=1[C:26]([F:29])([F:28])[F:27].C(OCC)(=O)C>Cl.C(OCC)(=O)C>[Cl:1][C:2]1[CH:7]=[CH:6][C:5]([NH:8][C:9]([NH:11][C:12]2[CH:17]=[C:16]([C:18]([F:20])([F:21])[F:19])[CH:15]=[C:14]([OH:22])[CH:13]=2)=[O:10])=[CH:4][C:3]=1[C:26]([F:27])([F:28])[F:29] |f:2.3|. Procedure details: 1-(4-Chloro-3-trifluoromethyl-phenyl)-3-(3-methoxymethoxy-5-trifluoromethyl-phenyl)-urea (100 mg, 0.25 mmol) from above was dissolved in a 1:1 solution of 3N HCl/ethyl acetate (20 mL) and stirred vigorously at room temperature for 16 h. Additional ethyl acetate was then added (50 mL) and the mixture was washed with water (2×50 mL), brine (50 mL), dried over Na2SO4, and concentrated. The resulting residue was purified using silica gel flash chromatography eluting with a 3:1 hexane/ethyl acetate s... Starting materials: CC1=NN2C(S1)=NC(=C2C=O)C2=CC=CC=C2 (2-methyl-6-phenylimidazo[2,1-b]-1,3,4-thiadiazol-5-carbaldehyde), CN(C(CC(=O)C)=O)C (acetoacetic acid dimethylamide), N1CCCCC1 (piperidine). The product is CN(C(C(=CC1=C(N=C2SC(=NN21)C)C2=CC=CC=C2)C(C)=O)=O)C (α-acetyl-β-(2-methyl-6-phenyl-imidazo[2,1-b]-1,3,4-thiadiazol-5-yl)-propenoic acid dimethylamide). Reaction SMILES: [CH3:1][C:2]1[S:6][C:5]2=[N:7][C:8]([C:12]3[CH:17]=[CH:16][CH:15]=[CH:14][CH:13]=3)=[C:9]([CH:10]=O)[N:4]2[N:3]=1.[CH3:18][N:19]([CH3:26])[C:20](=[O:25])[CH2:21][C:22]([CH3:24])=[O:23].N1CCCCC1>>[CH3:18][N:19]([CH3:26])[C:20](=[O:25])[C:21]([C:22](=[O:23])[CH3:24])=[CH:10][C:9]1[N:4]2[C:5]([S:6][C:2]([CH3:1])=[N:3]2)=[N:7][C:8]=1[C:12]1[CH:17]=[CH:16][CH:15]=[CH:14][CH:13]=1. Procedure details: 0.03 mole of 2-methyl-6-phenylimidazo[2,1-b]-1,3,4-thiadiazol-5-carbaldehyde, 0.1 mole (13.0 g) of acetoacetic acid dimethylamide and 0.6 ml of piperidine were heated to 120° C. for 4 hours. The mixture was then cooled and the precipitate formed was recrystallised from 30 ml of ethyl acetate. After drying, α-acetyl-β-(2-methyl-6-phenyl-imidazo[2,1-b]-1,3,4-thiadiazol-5-yl)-propenoic acid dimethylamide of melting point 185° to 187° C. was obtained. The reactants are COC1=CC=C(CN(C2=NC(=NC(=N2)C)C=2C=C(C=NC2F)CN2[C@H](CN(CC2)C(=O)OC(C)(C)C)C)CC2=CC=C(C=C2)OC)C=C1 ((S)-tert-butyl 4-((5-(4-(bis(4-methoxybenzyl)amino)-6-methyl-1,3,5-triazin-2-yl)-6-fluoropyridin-3-yl)methyl)-3-methylpiperazine-1-carboxylate), C(=O)(C(F)(F)F)O (TFA), TEA, CS(=O)(=O)Cl (methanesulfonyl chloride). Solvent: C(Cl)Cl (DCM), C(Cl)Cl (DCM). Run at time 1 hour. The product is FC1=NC=C(C=C1C1=NC(=NC(=N1)C)N(CC1=CC=C(C=C1)OC)CC1=CC=C(C=C1)OC)CN1[C@H](CN(CC1)S(=O)(=O)C)C ((S)-4-(2-fluoro-5-((2-methyl-4-(methylsulfonyl)piperazin-1-yl)methyl)pyridin-3-yl)-N,N-bis(4-methoxybenzyl)-6-methyl-1,3,5-triazin-2-amine). Yield: 135.5%. RXN SMILES: [CH3:1][O:2][C:3]1[CH:48]=[CH:47][C:6]([CH2:7][N:8]([CH2:38][C:39]2[CH:44]=[CH:43][C:42]([O:45][CH3:46])=[CH:41][CH:40]=2)[C:9]2[N:14]=[C:13]([CH3:15])[N:12]=[C:11]([C:16]3[CH:17]=[C:18]([CH2:23][N:24]4[CH2:29][CH2:28][N:27](C(OC(C)(C)C)=O)[CH2:26][C@@H:25]4[CH3:37])[CH:19]=[N:20][C:21]=3[F:22])[N:10]=2)=[CH:5][CH:4]=1.C(O)(C(F)(F)F)=O.[CH3:56][S:57](Cl)(=[O:59])=[O:58]>C(Cl)Cl>[F:22][C:21]1[C:16]([C:11]2[N:12]=[C:13]([CH3:15])[N:14]=[C:9]([N:8]([CH2:38][C:39]3[CH:44]=[CH:43][C:42]([O:45][CH3:46])=[CH:41][CH:40]=3)[CH2:7][C:6]3[CH:47]=[CH:48][C:3]([O:2][CH3:1])=[CH:4][CH:5]=3)[N:10]=2)=[CH:17][C:18]([CH2:23][N:24]2[CH2:29][CH2:28][N:27]([S:57]([CH3:56])(=[O:59])=[O:58])[CH2:26][C@@H:25]2[CH3:37])=[CH:19][N:20]=1. Procedure: A stirred solution of (S)-tert-butyl 4-((5-(4-(bis(4-methoxybenzyl)amino)-6-methyl-1,3,5-triazin-2-yl)-6-fluoropyridin-3-yl)methyl)-3-methylpiperazine-1-carboxylate (10.386 g, 15.79 mmol) in DCM (25.0 mL, 389 mmol) was cooled in an ice bath and slowly treated with TFA (25.0 mL, 324 mmol). The resulting mixture was stirred at room temperature for 1 h and then concentrated. The sticky residue was taken up in DCM (100 mL) and cooled to −45° C. TEA (22.0 mL, 158 mmol) was then added via additional f... As a reaction SMILES: [C:1]([CH2:2][CH2:3][CH2:4][CH2:5][CH2:6][CH2:7][CH2:8][CH2:9][CH2:10][CH2:11][CH2:12][CH2:13][CH2:14][CH2:15][CH3:16])(=[O:17])[O:18][CH2:19][CH:20]([C:21](=[O:22])[O:23][CH2:24][c:25]1[cH:26][cH:27][cH:28][cH:29][cH:30]1)[O:31][C:32]([CH2:33][CH2:34][CH2:35][CH2:36][CH2:37][CH2:38][CH2:39][CH2:40][CH2:41][CH2:42][CH2:43][CH2:44][CH2:45][CH2:46][CH3:47])=[O:48].[CH3:49][CH2:50][O:51][C:52](=[O:53])[CH3:54]>>[C:1]([CH2:2][CH2:3][CH2:4][CH2:5][CH2:6][CH2:7][CH2:8][CH2:9][CH2:10][CH2:11][CH2:12][CH2:13][CH2:14][CH2:15][CH3:16])(=[O:17])[O:18][CH2:19][CH:20]([C:21](=[O:22])[OH:23])[O:31][C:32]([CH2:33][CH2:34][CH2:35][CH2:36][CH2:37][CH2:38][CH2:39][CH2:40][CH2:41][CH2:42][CH2:43][CH2:44][CH2:45][CH2:46][CH3:47])=[O:48]. Product: CCCCCCCCCCCCCCCC(=O)OCC(OC(=O)CCCCCCCCCCCCCCC)C(=O)O. Starting materials: CCCCCCCCCCCCCCCC(=O)OCC(OC(=O)CCCCCCCCCCCCCCC)C(=O)OCc1ccccc1, CCOC(C)=O. Reactants: OC=1C=C(C(=O)O)C=CC1C (3-hydroxy-4-methylbenzoic acid), S(O)(O)(=O)=O (sulfuric acid), C(C)(=O)OC(C)=O (acetic anhydride). Solvent: O (water). Run at temperature 70 celsius. The product is C(C)(=O)OC=1C=C(C(=O)O)C=CC1C (3-Acetoxy-4-methylbenzoic acid). Yield: 30.0%. RXN SMILES: [OH:1][C:2]1[CH:3]=[C:4]([CH:8]=[CH:9][C:10]=1[CH3:11])[C:5]([OH:7])=[O:6].S(=O)(=O)(O)O.[C:17](OC(=O)C)(=[O:19])[CH3:18]>O>[C:17]([O:1][C:2]1[CH:3]=[C:4]([CH:8]=[CH:9][C:10]=1[CH3:11])[C:5]([OH:7])=[O:6])(=[O:19])[CH3:18]. Procedure details: A solution of 3-hydroxy-4-methylbenzoic acid (3.0 g, 19.7 mmol) in acetic anhydride (5.6 mL) was treated with sulfuric acid (0.03 mL), heated to 70° C., cooled and diluted with water. The resulting solid was collected by filtration yielding 1.14 g (30%) of the title compound, which was used without further purification.